This data is from the Open Reaction Database (ORD), a public repository of structured organic reaction records. The task is: describe an organic reaction: reactants, conditions, products, and yield The reactants are ClC=1C=C(C=CC1Cl)B(O)O (3,4-dichlorophenylboronic acid), BrC1=CC(=C(C=C1)NC1=CC=C(C(=O)OCC)C=C1)C#N (ethyl 4-(4-bromo-2-cyanophenylamino)benzoate), C1(=CC=CC=C1)C (toluene), C([O-])([O-])=O.[Na+].[Na+] (sodium carbonate). Yield: 70.7%. RXN SMILES: Br[C:2]1[CH:7]=[CH:6][C:5]([NH:8][C:9]2[CH:19]=[CH:18][C:12]([C:13]([O:15][CH2:16][CH3:17])=[O:14])=[CH:11][CH:10]=2)=[C:4]([C:20]#[N:21])[CH:3]=1.C1(C)C=CC=CC=1.C(=O)([O-])[O-].[Na+].[Na+].[Cl:35][C:36]1[CH:37]=[C:38](B(O)O)[CH:39]=[CH:40][C:41]=1[Cl:42]>CO.O.C(OCC)(=O)C.C1C=CC([P]([Pd]([P](C2C=CC=CC=2)(C2C=CC=CC=2)C2C=CC=CC=2)([P](C2C=CC=CC=2)(C2C=CC=CC=2)C2C=CC=CC=2)[P](C2C=CC=CC=2)(C2C=CC=CC=2)C2C=CC=CC=2)(C2C=CC=CC=2)C2C=CC=CC=2)=CC=1>[Cl:35][C:36]1[CH:37]=[C:38]([C:2]2[CH:7]=[CH:6][C:5]([NH:8][C:9]3[CH:19]=[CH:18][C:12]([C:13]([O:15][CH2:16][CH3:17])=[O:14])=[CH:11][CH:10]=3)=[C:4]([C:20]#[N:21])[CH:3]=2)[CH:39]=[CH:40][C:41]=1[Cl:42] |f:2.3.4,^1:58,60,79,98|. Solvent: CO (MeOH), O (water), C(C)(=O)OCC (ethyl acetate). Reagents/catalysts: C=1C=CC(=CC1)[P](C=2C=CC=CC2)(C=3C=CC=CC3)[Pd]([P](C=4C=CC=CC4)(C=5C=CC=CC5)C=6C=CC=CC6)([P](C=7C=CC=CC7)(C=8C=CC=CC8)C=9C=CC=CC9)[P](C=1C=CC=CC1)(C=1C=CC=CC1)C=1C=CC=CC1 (tetrakis(triphenylphosphine)palladium(0)). The product is ClC=1C=C(C=CC1Cl)C1=CC(=C(C=C1)NC1=CC=C(C(=O)OCC)C=C1)C#N (ethyl 4-(3′,4′-dichloro-3-cyanobiphenyl-4-ylamino)benzoate). Reported procedure: To a suspension of ethyl 4-(4-bromo-2-cyanophenylamino)benzoate (6.33 g, 18.34 mmol), tetrakis(triphenylphosphine)palladium(0) (0.438 g, 0.379 mmol), toluene (60 mL), and 2 M aqueous sodium carbonate (20.81 mL, 41.6 mmol) under nitrogen were added a solution of 3,4-dichlorophenylboronic acid (4.76 g, 24.94 mmol) in MeOH (18 mL) at rt. The resulting reaction mixture was heated at reflux temperature for 4 h. The reaction mixture was cooled to room temperature and diluted with water (100 mL) and et... The reactants are CN(C=O)C (N,N-Dimethylformamide), ClCCCOC1=C(C=C2C(=CC=NC2=C1)OC=1C(=NC2=CC=CC=C2C1)C)OC (7-(3-chloro-propoxy)-6-methoxy-4-(2-methyl-quinolin-3-yloxy)-quinoline), ClCCCOC1=C(C=C2C(=CC=NC2=C1)OC=1C(=NC2=CC=CC=C2C1)C)OC (7-(3-chloro-propoxy)-6-methoxy-4-(2-methyl-quinolin-3-yloxy)-quinoline), C([O-])([O-])=O.[K+].[K+] (potassium carbonate). Solvent: O (water), O (water). Conditions: temperature 80 celsius, time 3 day. Yields the product COC=1C=C2C(=CC=NC2=CC1OCCCO)OC=1C(=NC2=CC=CC=C2C1)C (3-[6-Methoxy-4-(2-methyl-quinolin-3-yloxy)-quinolin-7-yloxy]-propan-1-ol). The yield is 61.0%. RXN SMILES: CN(C)C=[O:4].Cl[CH2:7][CH2:8][CH2:9][O:10][C:11]1[CH:20]=[C:19]2[C:14]([C:15]([O:21][C:22]3[C:23]([CH3:32])=[N:24][C:25]4[C:30]([CH:31]=3)=[CH:29][CH:28]=[CH:27][CH:26]=4)=[CH:16][CH:17]=[N:18]2)=[CH:13][C:12]=1[O:33][CH3:34].C(=O)([O-])[O-].[K+].[K+]>O>[CH3:34][O:33][C:12]1[CH:13]=[C:14]2[C:19](=[CH:20][C:11]=1[O:10][CH2:9][CH2:8][CH2:7][OH:4])[N:18]=[CH:17][CH:16]=[C:15]2[O:21][C:22]1[C:23]([CH3:32])=[N:24][C:25]2[C:30]([CH:31]=1)=[CH:29][CH:28]=[CH:27][CH:26]=2 |f:2.3.4|. Procedure details: N,N-Dimethylformamide (2 ml) was added to 7-(3-chloro-propoxy)-6-methoxy-4-(2-methyl-quinolin-3-yloxy)-quinoline (compound 375) (69 mg), potassium carbonate (70 mg), and water (10 mg), and the mixture was stirred at 80° C. for 3 days. The reaction solution was cooled to room temperature, water was added to the reaction solution, and the mixture was extracted with chloroform. The chloroform layer was washed with water and was then dried over anhydrous sodium sulfate. The solvent was removed by di... The reactants are FC(C(=O)O)(F)F (Trifluoroacetic acid), C(C)(C)(C)OC(=O)N1CCC(CC1)OC1=CC=C(C=C1)OCC1=CC=CC=C1 (N-tert-butoxycarbonyl-4-(4-benzyloxyphenoxy)piperidine). The solvent is ClCCl (dichloromethane). Reaction conditions: time 20 hour. Yields the product C(C1=CC=CC=C1)OC1=CC=C(OC2CCNCC2)C=C1 (4-(4-Benzyloxyphenoxy)piperidine). Yield: 98.7%. As a reaction SMILES: FC(F)(F)C(O)=O.C(OC([N:15]1[CH2:20][CH2:19][CH:18]([O:21][C:22]2[CH:27]=[CH:26][C:25]([O:28][CH2:29][C:30]3[CH:35]=[CH:34][CH:33]=[CH:32][CH:31]=3)=[CH:24][CH:23]=2)[CH2:17][CH2:16]1)=O)(C)(C)C>ClCCl>[CH2:29]([O:28][C:25]1[CH:26]=[CH:27][C:22]([O:21][CH:18]2[CH2:19][CH2:20][NH:15][CH2:16][CH2:17]2)=[CH:23][CH:24]=1)[C:30]1[CH:31]=[CH:32][CH:33]=[CH:34][CH:35]=1. Reported procedure: Trifluoroacetic acid (6 mL) was added to a solution of N-tert-butoxycarbonyl-4-(4-benzyloxyphenoxy)piperidine (B, 473 mg) in dichloromethane (12 mL) at room temperature. After stirring at room temperature for 20 hr, the reaction was quenched with saturated sodium hydrogen carbonate. The resulting mixture was extracted with chloroform. The organic layer was dried over anhydrous sodium sulfate and concentrated in vacuo to give the titled compound (345 mg) as a yellow brown solid, which was used in... Reactants: C1(CCCCC1)[C@](C1=NN(C=N1)CC1CCN(CC1)C(=O)OC(C)(C)C)(C1=CC=CC=C1)O (Tert-butyl 4-({3-[(R)-cyclohexyl(hydroxy)phenylmethyl]-1H-1,2,4-triazol-1-yl}methyl)piperidin-1-carboxylate), Cl (HCl). The solvent is O1CCOCC1 (dioxane), O1CCOCC1 (dioxane). The product is C1(CCCCC1)[C@](O)(C1=NN(C=N1)CC1CCNCC1)C1=CC=CC=C1 ((R)-cyclohexyl(phenyl)[1-(piperidin-4-ylmethyl)-1H-1,2,4-triazol-3-yl]methanol). Yield: 96.0%. RXN SMILES: [CH:1]1([C@@:7]([OH:33])([C:27]2[CH:32]=[CH:31][CH:30]=[CH:29][CH:28]=2)[C:8]2[N:12]=[CH:11][N:10]([CH2:13][CH:14]3[CH2:19][CH2:18][N:17](C(OC(C)(C)C)=O)[CH2:16][CH2:15]3)[N:9]=2)[CH2:6][CH2:5][CH2:4][CH2:3][CH2:2]1.Cl>O1CCOCC1>[CH:27]1([C@@:7]([C:1]2[CH:6]=[CH:5][CH:4]=[CH:3][CH:2]=2)([C:8]2[N:12]=[CH:11][N:10]([CH2:13][CH:14]3[CH2:19][CH2:18][NH:17][CH2:16][CH2:15]3)[N:9]=2)[OH:33])[CH2:32][CH2:31][CH2:30][CH2:29][CH2:28]1. Procedure details: Tert-butyl 4-({3-[(R)-cyclohexyl(hydroxy)phenylmethyl]-1H-1,2,4-triazol-1-yl}methyl)piperidin-1-carboxylate (Preparation 3a, 2.00 g, 4.40 mmol) was dissolved in dioxane (11 ml) and stirred vigorously to achieve solubilisation. 4M HCl in dioxane (5.54 mL, 22.1 mmol) was then added. After stirring at room temperature for 24 hours the solvent was removed in vacuo, and the residue partitioned between dichloromethane (50 mL) and saturated aqueous sodium bicarbonate solution (50 mL). The organic layer... Reactants: FC(CNC(=O)C1(C2=CC=CC=C2C=2C=CC=CC12)CCCCBr)(F)F (9-(4-bromo-butyl)-9H-fluorene-9-carboxylic acid-(2,2,2-trifluoro-ethyl)-amide), C[C@@H]1CN(C[C@@H](N1)C)C1=NC2=CC=CC=C2C=C1 (2-(cis-3,5-dimethyl-piperazin-1-yl)-quinoline). Yields the product FC(CNC(=O)C1(C2=CC=CC=C2C=2C=CC=CC12)CCCCN1[C@H](CN(C[C@H]1C)C1=NC2=CC=CC=C2C=C1)C)(F)F (9-[4-(cis-2,6-dimethyl-4-quinolin-2-yl-piperazin-1-yl)-butyl]-9H-fluorene-9-carboxylic acid-(2,2,2-trifluoro-ethyl)-amide). As a reaction SMILES: [F:1][C:2]([F:26])([F:25])[CH2:3][NH:4][C:5]([C:7]1([CH2:20][CH2:21][CH2:22][CH2:23]Br)[C:19]2[CH:18]=[CH:17][CH:16]=[CH:15][C:14]=2[C:13]2[C:8]1=[CH:9][CH:10]=[CH:11][CH:12]=2)=[O:6].[CH3:27][C@H:28]1[NH:33][C@@H:32]([CH3:34])[CH2:31][N:30]([C:35]2[CH:44]=[CH:43][C:42]3[C:37](=[CH:38][CH:39]=[CH:40][CH:41]=3)[N:36]=2)[CH2:29]1>>[F:1][C:2]([F:26])([F:25])[CH2:3][NH:4][C:5]([C:7]1([CH2:20][CH2:21][CH2:22][CH2:23][N:33]2[C@H:32]([CH3:34])[CH2:31][N:30]([C:35]3[CH:44]=[CH:43][C:42]4[C:37](=[CH:38][CH:39]=[CH:40][CH:41]=4)[N:36]=3)[CH2:29][C@@H:28]2[CH3:27])[C:19]2[CH:18]=[CH:17][CH:16]=[CH:15][C:14]=2[C:13]2[C:8]1=[CH:9][CH:10]=[CH:11][CH:12]=2)=[O:6]. Procedure details: Prepared analogously to Example 2 from 9-(4-bromo-butyl)-9H-fluorene-9-carboxylic acid-(2,2,2-trifluoro-ethyl)-amide and 2-(cis-3,5-dimethyl-piperazin-1-yl)-quinoline.